Dataset: the Open Reaction Database (ORD), a public repository of structured organic reaction records. Task: describe an organic reaction: reactants, conditions, products, and yield The reactants are C1CCOC1, CCCC[N+](CCCC)(CCCC)CCCC, [F-], C[Si](C)(C)CCOCn1c(-c2cccnc2)cc2c(Oc3ccc(N)cc3F)ccnc21, NCCN. Yields the product Nc1ccc(Oc2ccnc3[nH]c(-c4cccnc4)cc23)c(F)c1. Reaction SMILES: [CH2:55]1[O:56][CH2:57][CH2:58][CH2:59]1.[CH3:34][CH2:35][CH2:36][CH2:37][N+:38]([CH2:39][CH2:40][CH2:41][CH3:42])([CH2:43][CH2:44][CH2:45][CH3:46])[CH2:47][CH2:48][CH2:49][CH3:50].[F-:33].[F:1][c:2]1[cH:3][c:4]([NH2:32])[cH:5][cH:6][c:7]1[O:8][c:9]1[c:10]2[c:11]([n:12][cH:13][cH:14]1)[n:15]([CH2:24][O:25][CH2:26][CH2:27][Si:28]([CH3:29])([CH3:30])[CH3:31])[c:16](-[c:18]1[cH:19][n:20][cH:21][cH:22][cH:23]1)[cH:17]2.[NH2:51][CH2:52][CH2:53][NH2:54]>>[F:1][c:2]1[cH:3][c:4]([NH2:32])[cH:5][cH:6][c:7]1[O:8][c:9]1[c:10]2[c:11]([n:12][cH:13][cH:14]1)[nH:15][c:16](-[c:18]1[cH:19][n:20][cH:21][cH:22][cH:23]1)[cH:17]2. Starting materials: CCNCc1cc([N+](=O)[O-])ccc1Oc1cc(CC(=O)OCC)ccc1OC, CC(=O)Cl. The product is CCOC(=O)Cc1ccc(OC)c(Oc2ccc([N+](=O)[O-])cc2CN(CC)C(C)=O)c1. As a reaction SMILES: [CH2:1]([CH3:2])[O:3][C:4]([CH2:5][c:6]1[cH:7][c:8]([O:14][c:15]2[c:16]([CH2:24][NH:25][CH2:26][CH3:27])[cH:17][c:18]([N+:21](=[O:22])[O-:23])[cH:19][cH:20]2)[c:9]([O:12][CH3:13])[cH:10][cH:11]1)=[O:28].[CH3:29][C:30]([Cl:31])=[O:32]>>[CH2:1]([CH3:2])[O:3][C:4]([CH2:5][c:6]1[cH:7][c:8]([O:14][c:15]2[c:16]([CH2:24][N:25]([CH2:26][CH3:27])[C:30]([CH3:29])=[O:32])[cH:17][c:18]([N+:21](=[O:22])[O-:23])[cH:19][cH:20]2)[c:9]([O:12][CH3:13])[cH:10][cH:11]1)=[O:28]. The reactants are N (ammonia), CN1CCOCC1 (4-methyl-morpholine), (+)-2-(2,6-dichlorophenoxy)-propionic acid nitrile, NCCN (1,2-diaminoethane), nitrile, ClC1=C(OC(C(=O)N)C)C(=CC=C1)Cl ((-)-2-(2,6dichlorophenoxy)-propionic acid amide), amide, Cl (hydrogen chloride). Solvent: C(C)O (ethanol), C(Cl)(Cl)Cl (chloroform), C(C)O (ethanol), C(Cl)(Cl)Cl (chloroform), C(C)O (ethanol). Yields the product ClC1=C(OC(C)C=2NCCN2)C(=CC=C1)Cl ((+)-2-[1-(2,6-dichlorophenoxy)-ethyl]-1,3-diazacyclopent-2-ene). Reaction SMILES: N.[Cl:2][C:3]1[CH:14]=[CH:13][CH:12]=[C:11]([Cl:15])[C:4]=1[O:5][CH:6]([CH3:10])[C:7]([NH2:9])=O.C[N:17]1CCO[CH2:19][CH2:18]1.Cl.NCCN>C(O)C.C(Cl)(Cl)Cl>[Cl:2][C:3]1[CH:14]=[CH:13][CH:12]=[C:11]([Cl:15])[C:4]=1[O:5][CH:6]([C:7]1[NH:17][CH2:18][CH2:19][N:9]=1)[CH3:10]. Reported procedure: Another process is also based on (+)-2-(2,6-dichlorophenoxy)-propionic acid ethylester which is reacted with an ethanolic solution of ammonia at room temperature and is converted in to (-)-2-(2,6dichlorophenoxy)-propionic acid amide which is difficultly soluble in ethanol. This amide is dehydrated at from 0° to 30° C. with a titanium tetrachloride/tetrahydrofuran complex and 4-methyl-morpholine in chloroform into (+)-2-(2,6-dichlorophenoxy)-propionic acid nitrile. By introducing hydrogen chlorid... The reactants are C1COCCO1, Fc1ccc(F)c(C(Sc2ccc(Cl)cc2)c2cc(Cl)ncc2Cl)c1, NCCCN1CCCC1=O. Yields the product O=C1CCCN1CCCNc1cc(C(Sc2ccc(Cl)cc2)c2cc(F)ccc2F)c(Cl)cn1. Reaction SMILES: [CH2:36]1[O:37][CH2:38][CH2:39][O:40][CH2:41]1.[Cl:1][c:2]1[n:3][cH:4][c:5]([Cl:25])[c:6]([CH:8]([c:9]2[c:10]([F:16])[cH:11][cH:12][c:13]([F:15])[cH:14]2)[S:17][c:18]2[cH:19][cH:20][c:21]([Cl:24])[cH:22][cH:23]2)[cH:7]1.[NH2:26][CH2:27][CH2:28][CH2:29][N:30]1[C:31](=[O:35])[CH2:32][CH2:33][CH2:34]1>>[c:2]1([NH:26][CH2:27][CH2:28][CH2:29][N:30]2[C:31](=[O:35])[CH2:32][CH2:33][CH2:34]2)[n:3][cH:4][c:5]([Cl:25])[c:6]([CH:8]([c:9]2[c:10]([F:16])[cH:11][cH:12][c:13]([F:15])[cH:14]2)[S:17][c:18]2[cH:19][cH:20][c:21]([Cl:24])[cH:22][cH:23]2)[cH:7]1. Reactants: O.NN (hydrazine monohydrate), C1(C=2C(C(N1[C@H](C(=O)OC)CCC(OC)OC)=O)=CC=CC2)=O ((S)-2-Phthalimido-5,5-dimethoxypentanoic acid, methyl ester). The solvent is CO (methanol). Reaction conditions: time 6 day. The product is N[C@H](C(=O)OC)CCC(OC)OC ((S)-2-Amino-5,5-dimethoxypentanoic acid, methyl ester). RXN SMILES: C1(=O)[N:5]([C@@H:6]([CH2:11][CH2:12][CH:13]([O:16][CH3:17])[O:14][CH3:15])[C:7]([O:9][CH3:10])=[O:8])C(=O)C2=CC=CC=C12.O.NN>CO>[NH2:5][C@@H:6]([CH2:11][CH2:12][CH:13]([O:16][CH3:17])[O:14][CH3:15])[C:7]([O:9][CH3:10])=[O:8] |f:1.2|. Procedure: (S)-2-Phthalimido-5,5-dimethoxypentanoic acid, methyl ester [prepared as described in Example 4(f), 3.35 g., 10.43 mmol.) in methanol (70 ml.) was treated with hydrazine monohydrate (531 μl., 10.95 mmol., 1.05 eq.) and the solution was stirred at room temperature for 6 days. The mixture was filtered and the solid was washed with methanol. The filtrate was concentrated, triturated with methylene chloride, filtered again, concentrated, and dried in vacuo to yield 1.89 g. of title product as a clou... The reactants are OCCCBr, O=C([O-])[O-], O=C([O-])O, COC(=O)c1ccc(-c2ccccc2)cc1NC(=O)c1cc(OCCN2CCNCC2)ccc1OCc1ccccc1, CCOC(C)=O, CCC(C)=O, [K+], [K+], [Na+]. Product: COC(=O)c1ccc(-c2ccccc2)cc1NC(=O)c1cc(OCCN2CCN(CCCO)CC2)ccc1OCc1ccccc1. RXN SMILES: [Br:7][CH2:8][CH2:9][CH2:10][OH:11].[C:1](=[O:2])([O-:3])[O-:4].[C:54](=[O:55])([OH:56])[O-:57].[CH2:12]([c:13]1[cH:14][cH:15][cH:16][cH:17][cH:18]1)[O:19][c:20]1[c:21]([C:22](=[O:23])[NH:24][c:25]2[c:26]([C:27](=[O:28])[O:29][CH3:30])[cH:31][cH:32][c:33](-[c:35]3[cH:36][cH:37][cH:38][cH:39][cH:40]3)[cH:34]2)[cH:41][c:42]([O:45][CH2:46][CH2:47][N:48]2[CH2:49][CH2:50][NH:51][CH2:52][CH2:53]2)[cH:43][cH:44]1.[CH3:59][CH2:60][O:61][C:62](=[O:63])[CH3:64].[CH3:65][C:66](=[O:67])[CH2:68][CH3:69].[K+:5].[K+:6].[Na+:58]>>[CH2:8]([CH2:9][CH2:10][OH:11])[N:51]1[CH2:50][CH2:49][N:48]([CH2:47][CH2:46][O:45][c:42]2[cH:41][c:21]([C:22](=[O:23])[NH:24][c:25]3[c:26]([C:27](=[O:28])[O:29][CH3:30])[cH:31][cH:32][c:33](-[c:35]4[cH:36][cH:37][cH:38][cH:39][cH:40]4)[cH:34]3)[c:20]([O:19][CH2:12][c:13]3[cH:14][cH:15][cH:16][cH:17][cH:18]3)[cH:44][cH:43]2)[CH2:53][CH2:52]1.